The task is: describe an organic reaction: reactants, conditions, products, and yield. This data is from the Open Reaction Database (ORD), a public repository of structured organic reaction records. Reactants: Cl.Cl.ClC=1C(=C(C=CC1)NC1=NC=NC2=CC(=C(C=C12)OC)OC1CCNCC1)F (N-(3-Chloro-2-fluorophenyl)-6-methoxy-7-(piperidin-4-yloxy)quinazolin-4-amine dihydrochloride), C(C)(C)N(CC)C(C)C (diisopropylethylamine), COCCOCC(=O)Cl (2-(2-methoxyethoxy)acetyl chloride). Run in C(Cl)Cl (methylene chloride), C(Cl)Cl (Methylene chloride). Yields the product ClC=1C(=C(C=CC1)NC1=NC=NC2=CC(=C(C=C12)OC)OC1CCN(CC1)C(COCCOC)=O)F (N-(3-Chloro-2-fluorophenyl)-6-methoxy-7-({1-[(2-methoxyethoxy)acetyl]piperidin-4-yl}oxy)quinazolin-4-amine). Isolated yield 33.6%. RXN SMILES: Cl.Cl.[Cl:3][C:4]1[C:5]([F:30])=[C:6]([NH:10][C:11]2[C:20]3[C:15](=[CH:16][C:17]([O:23][CH:24]4[CH2:29][CH2:28][NH:27][CH2:26][CH2:25]4)=[C:18]([O:21][CH3:22])[CH:19]=3)[N:14]=[CH:13][N:12]=2)[CH:7]=[CH:8][CH:9]=1.C(N(C(C)C)CC)(C)C.[CH3:40][O:41][CH2:42][CH2:43][O:44][CH2:45][C:46](Cl)=[O:47]>C(Cl)Cl>[Cl:3][C:4]1[C:5]([F:30])=[C:6]([NH:10][C:11]2[C:20]3[C:15](=[CH:16][C:17]([O:23][CH:24]4[CH2:29][CH2:28][N:27]([C:46](=[O:47])[CH2:45][O:44][CH2:43][CH2:42][O:41][CH3:40])[CH2:26][CH2:25]4)=[C:18]([O:21][CH3:22])[CH:19]=3)[N:14]=[CH:13][N:12]=2)[CH:7]=[CH:8][CH:9]=1 |f:0.1.2|. Reported procedure: N-(3-Chloro-2-fluorophenyl)-6-methoxy-7-(piperidin-4-yloxy)quinazolin-4-amine dihydrochloride (300 mg), diisopropylethylamine (0.45 ml) and 2-(2-methoxyethoxy)acetyl chloride (0.105 g) were stirred in methylene chloride (9 ml) for 2.5 hours. Methylene chloride (20 ml) was added and the organic layer was washed with aqueous sodium hydroxide (2M, 30 ml) and water (30 ml). The resulting product was purified by flash column chromatography eluting with methanol (3%) and methylene chloride (97%) gave ... Reactants: C(C)OCCCCCCN1CCC(CC1)=O (1-(6-ethoxyhexyl)-4-piperidone), Cl.NO (hydroxylamine hydrochloride). The product is C(C)OCCCCCCN1CCC(CC1)=NO (1-(6-Ethoxyhexyl)-4-piperidone oxime). As a reaction SMILES: [CH2:1]([O:3][CH2:4][CH2:5][CH2:6][CH2:7][CH2:8][CH2:9][N:10]1[CH2:15][CH2:14][C:13](=O)[CH2:12][CH2:11]1)[CH3:2].Cl.[NH2:18][OH:19]>>[CH2:1]([O:3][CH2:4][CH2:5][CH2:6][CH2:7][CH2:8][CH2:9][N:10]1[CH2:15][CH2:14][C:13](=[N:18][OH:19])[CH2:12][CH2:11]1)[CH3:2] |f:1.2|. Procedure details: 1-(6-Ethoxyhexyl)-4-piperidone oxime is prepared from 1-(6-ethoxyhexyl)-4-piperidone and hydroxylamine hydrochloride essentially as described above in Example 38, Scheme C, step b. As a reaction SMILES: [Br:12][CH2:13][CH2:14][O:15][Si:16]([CH3:17])([CH3:18])[C:19]([CH3:20])([CH3:21])[CH3:22].[CH3:25][N:26]([CH3:27])[CH:28]=[O:29].[CH3:3][C:4]1([CH3:11])[O:5][CH2:6][CH:7]([CH2:9][OH:10])[O:8]1.[Cl-:23].[H-:1].[NH4+:24].[Na+:2]>>[CH3:3][C:4]1([CH3:11])[O:5][CH2:6][CH:7]([CH2:9][O:10][CH2:13][CH2:14][O:15][Si:16]([CH3:17])([CH3:18])[C:19]([CH3:20])([CH3:21])[CH3:22])[O:8]1. Reactants: CC(C)(C)[Si](C)(C)OCCBr, CN(C)C=O, CC1(C)OCC(CO)O1, [Cl-], [H-], [NH4+], [Na+]. Yields the product CC1(C)OCC(COCCO[Si](C)(C)C(C)(C)C)O1. The reactants are CN1C=C(C2=NC=CC=C21)C2=CC=C(C=C2)[N+](=O)[O-] (1-methyl-3-(4-nitrophenyl)-1H-pyrrolo[3,2-b]pyridine). The reagents and catalysts are [Pd] (Pd—C). The solvent is CO (MeOH), CCOC(=O)C (AcOEt). Reaction conditions: time 4 hour. Product: CN1C=C(C2=NC=CC=C21)C2=CC=C(N)C=C2 (4-(1-Methyl-1H-pyrrolo[3,2-b]pyridin-3-yl)aniline). Isolated yield 98.7%. As a reaction SMILES: [CH3:1][N:2]1[C:10]2[C:5](=[N:6][CH:7]=[CH:8][CH:9]=2)[C:4]([C:11]2[CH:16]=[CH:15][C:14]([N+:17]([O-])=O)=[CH:13][CH:12]=2)=[CH:3]1>CO.CCOC(C)=O.[Pd]>[CH3:1][N:2]1[C:10]2[C:5](=[N:6][CH:7]=[CH:8][CH:9]=2)[C:4]([C:11]2[CH:16]=[CH:15][C:14]([NH2:17])=[CH:13][CH:12]=2)=[CH:3]1. Procedure: A mixture of 1-methyl-3-(4-nitrophenyl)-1H-pyrrolo[3,2-b]pyridine (85 mg) and 10% Pd—C (50% wet, 100 mg) in MeOH (4 mL) and AcOEt (4 ml) was stirred under H2 atmosphere (balloon) for 4 h. After this time, the reaction was filtered and the filtrate was concentrated under reduced pressure to give the title compound (74 mg). The reactants are C=C(ON1C(=O)c2ccccc2C1=O)C(=O)OC(C)(C)C, O=C(O)C(=O)c1csc(NC(c2ccccc2)(c2ccccc2)c2ccccc2)n1, ClCCl, CO, NN, O. Product: C=C(ON=C(C(=O)O)c1csc(NC(c2ccccc2)(c2ccccc2)c2ccccc2)n1)C(=O)OC(C)(C)C. As a reaction SMILES: [C:1]([CH3:2])([CH3:3])([CH3:4])[O:5][C:6](=[O:7])[C:8](=[CH2:9])[O:10][N:11]1[C:12](=[O:13])[c:14]2[cH:15][cH:16][cH:17][cH:18][c:19]2[C:20]1=[O:21].[C:25]([c:26]1[cH:27][cH:28][cH:29][cH:30][cH:31]1)([c:32]1[cH:33][cH:34][cH:35][cH:36][cH:37]1)([c:38]1[cH:39][cH:40][cH:41][cH:42][cH:43]1)[NH:44][c:45]1[s:46][cH:47][c:48]([C:50]([C:51](=[O:52])[OH:53])=[O:54])[n:49]1.[CH2:55]([Cl:56])[Cl:57].[CH3:58][OH:59].[NH2:23][NH2:24].[OH2:22]>>[C:1]([CH3:2])([CH3:3])([CH3:4])[O:5][C:6](=[O:7])[C:8](=[CH2:9])[O:10][N:11]=[C:50]([c:48]1[cH:47][s:46][c:45]([NH:44][C:25]([c:26]2[cH:27][cH:28][cH:29][cH:30][cH:31]2)([c:32]2[cH:33][cH:34][cH:35][cH:36][cH:37]2)[c:38]2[cH:39][cH:40][cH:41][cH:42][cH:43]2)[n:49]1)[C:51](=[O:52])[OH:53]. Reactants: CI (methyl iodide), C(C)(C)N(CC)C(C)C (diisopropylethyl amine), C(C)(=O)O[C@@H]1C(O[C@H]([C@@H]([C@H]1OC(C)=O)OC(C)=O)C1=CC(=C(C=C1)C1CC1)CC1=CC2=C(OCCO2)C=C1)OC(C)=O (acetic acid (3S,4R,5S,6S)-3,4,5-triacetoxy-6-[4-cyclopropyl-3-(2,3-dihydro-benzo[1,4]dioxin-6-ylmethyl)-phenyl]-tetrahydro-pyran-2-yl ester), NC(=S)N (thiourea), FC(S(=O)(=O)O[Si](C)(C)C)(F)F (trimethylsilyl trifluoromethane sulfonate). Solvent: C(C)(=O)OCC (ethyl acetate), O1CCOCC1 (dioxane). Conditions: temperature 80 celsius, time 3 hour. Product: C(C)(=O)O[C@H]1[C@@H](C(O[C@H]([C@@H]1OC(C)=O)C1=CC(=C(C=C1)C1CC1)CC1=CC2=C(OCCO2)C=C1)SC)OC(C)=O (acetic acid (3S,4R,5S,6S)-4,5-diacetoxy-6-[4-cyclopropyl-3-(2,3-dihydro-benzo[1,4]dioxin-6-ylmethyl)-phenyl]-2-methylsulfanyl-tetrahydro-pyran-3-yl ester). RXN SMILES: [C:1]([O:4][C@H:5]1[C@H:10]([O:11][C:12](=[O:14])[CH3:13])[C@@H:9]([O:15][C:16](=[O:18])[CH3:17])[C@H:8]([C:19]2[CH:24]=[CH:23][C:22]([CH:25]3[CH2:27][CH2:26]3)=[C:21]([CH2:28][C:29]3[CH:38]=[CH:37][C:32]4[O:33][CH2:34][CH2:35][O:36][C:31]=4[CH:30]=3)[CH:20]=2)[O:7][CH:6]1OC(=O)C)(=[O:3])[CH3:2].N[C:44](N)=[S:45].FC(F)(F)S(O[Si](C)(C)C)(=O)=O.CI.C(N(C(C)C)CC)(C)C>O1CCOCC1.C(OCC)(=O)C>[C:12]([O:11][C@@H:10]1[C@@H:9]([O:15][C:16](=[O:18])[CH3:17])[C@H:8]([C:19]2[CH:24]=[CH:23][C:22]([CH:25]3[CH2:27][CH2:26]3)=[C:21]([CH2:28][C:29]3[CH:38]=[CH:37][C:32]4[O:33][CH2:34][CH2:35][O:36][C:31]=4[CH:30]=3)[CH:20]=2)[O:7][CH:6]([S:45][CH3:44])[C@H:5]1[O:4][C:1](=[O:3])[CH3:2])(=[O:14])[CH3:13]. Reported procedure: Step-X: To a stirred solution of acetic acid (3S,4R,5S,6S)-3,4,5-triacetoxy-6-[4-cyclopropyl-3-(2,3-dihydro-benzo[1,4]dioxin-6-ylmethyl)-phenyl]-tetrahydro-pyran-2-yl ester (1.9 g, 3.3 mmol) in dioxane (8 ml) was added thiourea followed by trimethylsilyl trifluoromethane sulfonate (0.88 ml, 4.8 mmol). The reaction mixture was heated to 80° C. for 3 h. Reaction mixture was cooled to room temperature and added methyl iodide (0.52 ml, 8.1 mmol) followed by diisopropylethyl amine (2.79 ml, 16.2 mmol... Starting materials: COC=1C=C(C=C(C1)N1CCS(CC1)=O)C=1N=C2C(=NC1)NC=C2C(=O)C2(CCCCC2)C ({2-[3-Methoxy-5-(1-oxo-1lambda*4*-thiomorpholin-4-yl)-phenyl]-5H-pyrrolo[2,3-b]pyrazin-7-yl}-(1-methyl-cyclohexyl)-methanone), O=S1(CCN(CC1)C=1C=C(C=C(C1)OC)C=1N=C2C(=NC1)NC=C2C(=O)C2(CCCCC2)C)=O ({2-[3-(1,1-Dioxo-1lambda*6*-thiomorpholin-4-yl)-5-methoxy-phenyl]-5H-pyrrolo[2,3-b]pyrazin-7-yl}-(1-methyl-cyclohexyl)-methanone). Product: COC=1C=C(C=C(C1)N1CCSCC1)C=1N=C2C(=NC1)NC=C2C(=O)C2(CCCCC2)C ([2-(3-Methoxy-5-thiomorpholin-4-yl-phenyl)-5H-pyrrolo[2,3-b]pyrazin-7-yl]-(1-methyl-cyclohexyl)-methanone). As a reaction SMILES: [CH3:1][O:2][C:3]1[CH:4]=[C:5]([C:16]2[N:17]=[C:18]3[C:24]([C:25]([C:27]4([CH3:33])[CH2:32][CH2:31][CH2:30][CH2:29][CH2:28]4)=[O:26])=[CH:23][NH:22][C:19]3=[N:20][CH:21]=2)[CH:6]=[C:7]([N:9]2[CH2:14][CH2:13][S:12](=O)[CH2:11][CH2:10]2)[CH:8]=1.O=S1(=O)CCN(C2C=C(C3N=C4C(C(C5(C)CCCCC5)=O)=CNC4=NC=3)C=C(OC)C=2)CC1>>[CH3:1][O:2][C:3]1[CH:4]=[C:5]([C:16]2[N:17]=[C:18]3[C:24]([C:25]([C:27]4([CH3:33])[CH2:32][CH2:31][CH2:30][CH2:29][CH2:28]4)=[O:26])=[CH:23][NH:22][C:19]3=[N:20][CH:21]=2)[CH:6]=[C:7]([N:9]2[CH2:10][CH2:11][S:12][CH2:13][CH2:14]2)[CH:8]=1. Procedure details: MP=212-214, (M+H)+=451; {2-[3-Methoxy-5-(1-oxo-1lambda*4*-thiomorpholin-4-yl)-phenyl]-5H-pyrrolo[2,3-b]pyrazin-7-yl}-(1-methyl-cyclohexyl)-methanone. MP=270-271, (M+H)+=467; {2-[3-(1,1-Dioxo-1lambda*6*-thiomorpholin-4-yl)-5-methoxy-phenyl]-5H-pyrrolo[2,3-b]pyrazin-7-yl}-(1-methyl-cyclohexyl)-methanone. MP=245-247, (M+H)+=483. Reactants: OC[C@H]1C[C@@H](CO1)SC(C)=O (Ethanethioic acid trans-(±)-S-[tetrahydro-5-(hydroxymethyl)-3-furanyl]ester), ClC(COC(NOCC1=CC=CC=C1)=O)(Cl)Cl ((Phenylmethoxy)carbamic acid 2.2.2-trichloroethyl ester), C1(=CC=CC=C1)P(C1=CC=CC=C1)C1=CC=CC=C1 (triphenylphosphine), N(=NC(=O)OCC)C(=O)OCC (diethyl azodicarboxylate). Run in O1CCCC1 (tetrahydrofuran), O1CCCC1 (tetrahydrofuran). Conditions: time 48 hour. The product is C1(=CC=CC=C1)CON(C(=O)OCC(Cl)(Cl)Cl)C[C@H]1C[C@@H](CO1)SC(C)=O (Ethanethioic acid trans-(±)-S-[tetrahydro-5-[[(phenylmethoxy)[(2,2,2-trichloroethoxy)carbonyl]amino]methyl]-3-furanyl]ester). Yield: 200.3%. RXN SMILES: O[CH2:2][C@@H:3]1[O:7][CH2:6][C@@H:5]([S:8][C:9](=[O:11])[CH3:10])[CH2:4]1.[Cl:12][C:13]([Cl:28])([Cl:27])[CH2:14][O:15][C:16](=[O:26])[NH:17][O:18][CH2:19][C:20]1[CH:25]=[CH:24][CH:23]=[CH:22][CH:21]=1.C1(P(C2C=CC=CC=2)C2C=CC=CC=2)C=CC=CC=1.N(C(OCC)=O)=NC(OCC)=O>O1CCCC1>[C:20]1([CH2:19][O:18][N:17]([CH2:2][C@@H:3]2[O:7][CH2:6][C@@H:5]([S:8][C:9](=[O:11])[CH3:10])[CH2:4]2)[C:16]([O:15][CH2:14][C:13]([Cl:12])([Cl:27])[Cl:28])=[O:26])[CH:21]=[CH:22][CH:23]=[CH:24][CH:25]=1. Reported procedure: To a 0° C. solution, under argon, of 1.0 g of product from Example 6, 1.69 g of product from Example 70, 1.49 g of triphenylphosphine and 5.4 ml of tetrahydrofuran is added 0.988 g of diethyl azodicarboxylate in 1.4 ml of tetrahydrofuran. The reaction is stirred at room temperature for 48 hours, filtered and the filtrate concentrated in vacuo to give 5.18 g of thick oil. The oil is purified by chromatography (Silica Gel: 15-25% ethyl acetate/hexane) to give 0.805 g of the desired product. Starting materials: C1(CC1)CN(C1=CC(=NC=N1)C(=O)NC=1C=C2C=NNC2=CC1)CCC (6-[(cyclopropylmethyl)(propyl)amino]-N-1H-indazol-5-ylpyrimidine-4-carboxamide), C([O-])([O-])=O.[K+].[K+] (potassium carbonate), [I-].[K+] (potassium iodide), BrCC(=O)N (2-bromoacetamide). The solvent is O (water), CN(C)C=O (DMF). Run at time 72 hour. Product: NC(CN1N=CC2=CC(=CC=C12)NC(=O)C1=NC=NC(=C1)N(CCC)CC1CC1)=O (N-[1-(2-amino-2-oxoethyl)-1H-indazol-5-yl]-6-[(cyclopropylmethyl)(propyl)amino]pyrimidine-4-carboxamide). Reaction SMILES: [CH:1]1([CH2:4][N:5]([CH2:24][CH2:25][CH3:26])[C:6]2[N:11]=[CH:10][N:9]=[C:8]([C:12]([NH:14][C:15]3[CH:16]=[C:17]4[C:21](=[CH:22][CH:23]=3)[NH:20][N:19]=[CH:18]4)=[O:13])[CH:7]=2)[CH2:3][CH2:2]1.C(=O)([O-])[O-].[K+].[K+].[I-].[K+].Br[CH2:36][C:37]([NH2:39])=[O:38]>CN(C=O)C.O>[NH2:39][C:37](=[O:38])[CH2:36][N:20]1[C:21]2[C:17](=[CH:16][C:15]([NH:14][C:12]([C:8]3[CH:7]=[C:6]([N:5]([CH2:4][CH:1]4[CH2:3][CH2:2]4)[CH2:24][CH2:25][CH3:26])[N:11]=[CH:10][N:9]=3)=[O:13])=[CH:23][CH:22]=2)[CH:18]=[N:19]1 |f:1.2.3,4.5|. Reported procedure: A solution of 6-((cyclopropylmethyl)(propyl)amino)-N-(1H-indazol-5-yl)pyrimidine-4-carboxamide (Example 45, 350 mg; 1 mmol) in DMF (4 ml) was treated with potassium carbonate (140 mg; 1 mmol), potassium iodide (1 mg) and 2-bromoacetamide (160 mg; 1.16 mmol). After stirring at RT for 72 hours the mixture was poured in water (20 ml) and stirred at RT for 1 hour. The solid was removed by filtration, washed with water and dried. The residue was purified by column chromatography (silica) eluting with... Reactants: O1C(=CC=C1)C1=NC(=NC(=C1I)S(=O)C)N (4-furan-2-yl-5-iodo-6-methanesulfinyl-pyrimidin-2-yl-amine), OCC1=NC=CC=C1 (2-(hydroxymethyl)pyridine), C1CCC2=NCCCN2CC1 (DBU). Solvent: O1CCOCC1 (dioxane). Yields the product O1C(=CC=C1)C1=NC(=NC(=C1I)OCC1=NC=CC=C1)N (4-Furan-2-yl-5-iodo-6-(pyridin-2-ylmethoxy)-pyrimidin-2-yl-amine). Reaction SMILES: [O:1]1[CH:5]=[CH:4][CH:3]=[C:2]1[C:6]1[C:11]([I:12])=[C:10](S(C)=O)[N:9]=[C:8]([NH2:16])[N:7]=1.[OH:17][CH2:18][C:19]1[CH:24]=[CH:23][CH:22]=[CH:21][N:20]=1.C1CCN2C(=NCCC2)CC1>O1CCOCC1>[O:1]1[CH:5]=[CH:4][CH:3]=[C:2]1[C:6]1[C:11]([I:12])=[C:10]([O:17][CH2:18][C:19]2[CH:24]=[CH:23][CH:22]=[CH:21][N:20]=2)[N:9]=[C:8]([NH2:16])[N:7]=1. Procedure: From 4-furan-2-yl-5-iodo-6-methanesulfinyl-pyrimidin-2-yl-amine, 2-(hydroxymethyl)pyridine and DBU in dioxane. ES-MS m/e (%): 395 (M+H+, 100).